This data is from the Open Reaction Database (ORD), a public repository of structured organic reaction records. The task is: describe an organic reaction: reactants, conditions, products, and yield Reactants: C(C1=CC=CC=C1)N1N=C(C2=C1C=C([Se]2)C)C=2OC(=CC2)C(=O)OC (1-Benzyl-3-(5-methoxycarbonyl-2-furyl)-5-methylselenolo[3,2-c]pyrazole), C(C1=CC=CC=C1)N1N=C(C2=C1C=C[Se]2)C=2OC(=CC2)C(=O)OC (1-Benzyl-3-(5-methoxycarbonyl-2-furyl)selenolo[3,2-c]-pyrazole), C(C1=CC=CC=C1)N1N=C(C2=C1C=C[Se]2)C=2OC(=CC2)CO (1-Benzyl-3-(5-hydroxymethyl-2-furyl)selenolo[3,2-c]pyrazole). Product: C(C1=CC=CC=C1)N1N=C(C2=C1C=C([Se]2)C)C=2OC(=CC2)CO (1-Benzyl-3-(5-hydroxymethyl-2-furyl)-5-methylselenolo[3,2-c]pyrazole). Reaction SMILES: [CH2:1]([N:8]1[C:12]2[CH:13]=[C:14]([CH3:16])[Se:15][C:11]=2[C:10]([C:17]2[O:18][C:19]([C:22](OC)=[O:23])=[CH:20][CH:21]=2)=[N:9]1)[C:2]1[CH:7]=[CH:6][CH:5]=[CH:4][CH:3]=1.C(N1C2C=C[Se]C=2C(C2OC(C(OC)=O)=CC=2)=N1)C1C=CC=CC=1.C(N1C2C=C[Se]C=2C(C2OC(CO)=CC=2)=N1)C1C=CC=CC=1>>[CH2:1]([N:8]1[C:12]2[CH:13]=[C:14]([CH3:16])[Se:15][C:11]=2[C:10]([C:17]2[O:18][C:19]([CH2:22][OH:23])=[CH:20][CH:21]=2)=[N:9]1)[C:2]1[CH:7]=[CH:6][CH:5]=[CH:4][CH:3]=1. Procedure: Compound 56 (0.800 g, 0.002 mole) was used to replace compound 55 in the preparation of compound 57 to afford compound 58. Yield: 0.612 g (82.5%); white needle crystals; mp 147-148° C. Reaction SMILES: [NH2:1][CH2:2][CH2:3][CH:4]1[CH2:9][CH2:8][N:7]([C:10]([O:12][CH2:13][C:14]2[CH:19]=[C:18]([Cl:20])[CH:17]=[C:16]([Cl:21])[CH:15]=2)=[O:11])[CH2:6][CH2:5]1.[NH:22]1[CH:26]=[C:25]([CH2:27][C:28](O)=[O:29])[N:24]=[N:23]1.CCN(C(C)C)C(C)C>CN(C=O)C>[NH:22]1[CH:26]=[C:25]([CH2:27][C:28]([NH:1][CH2:2][CH2:3][CH:4]2[CH2:9][CH2:8][N:7]([C:10]([O:12][CH2:13][C:14]3[CH:19]=[C:18]([Cl:20])[CH:17]=[C:16]([Cl:21])[CH:15]=3)=[O:11])[CH2:6][CH2:5]2)=[O:29])[N:24]=[N:23]1. The product is N1N=NC(=C1)CC(=O)NCCC1CCN(CC1)C(=O)OCC1=CC(=CC(=C1)Cl)Cl (3,5-Dichlorobenzyl 4-(2-(2-(1H-1,2,3-triazol-4-yl)acetamido)ethyl)piperidine-1-carboxylate). Run in CN(C)C=O (DMF). Starting materials: NCCC1CCN(CC1)C(=O)OCC1=CC(=CC(=C1)Cl)Cl (3,5-Dichlorobenzyl 4-(2-aminoethyl)piperidine-1-carboxylate), N1N=NC(=C1)CC(=O)O (2-(1H-1,2,3-triazol-4-yl)acetic acid), 1-propanephosphonic anhydride, CCN(C(C)C)C(C)C (Huenig's Base). Procedure: A mixture comprising of 3,5-dichlorobenzyl 4-(2-aminoethyl)piperidine-1-carboxylate (Example 3, step 1) (100 mg, 0.302 mmol), 2-(1H-1,2,3-triazol-4-yl)acetic acid (57.6 mg, 0.453 mmol), 1-propanephosphonic anhydride solution (0.353 mL, 0.604 mmol) and Huenig's Base (0.105 mL, 0.604 mmol) in DMF (1 mL) was stirred at room temperature for 18 hours, and then concentrated under reduced pressure. The mixture was diluted with water and extracted with EtOAc. The organic portion was dried over MgSO4, fi... Reactants: COC1=CC=C(C=C1)S (4-methoxy thiophenol), CCC(C)CC(C)CCCCCCCCC(=O)N[C@H]1C[C@H]([C@H](NC(=O)[C@@H]2[C@H](CCN2C(=O)[C@@H](NC(=O)[C@@H](NC(=O)[C@@H]3C[C@H](CN3C(=O)[C@@H](NC1=O)[C@@H](C)O)O)[C@@H]([C@H](C4=CC=C(C=C4)O)O)O)[C@@H](CC(=O)N)O)O)O)O (Pneumocandin B0), CCC(C)CC(C)CCCCCCCCC(=O)N[C@H]1C[C@H]([C@H](NC(=O)[C@@H]2[C@H](CCN2C(=O)[C@@H](NC(=O)[C@@H](NC(=O)[C@@H]3C[C@H](CN3C(=O)[C@@H](NC1=O)[C@@H](C)O)O)[C@@H]([C@H](C4=CC=C(C=C4)O)O)O)[C@@H](CC(=O)N)O)O)O)O (Pneumocandin B0), B(OC1=CC=CC=C1)([O-])[O-] (phenyl borate), C(CN)N (ethylenediamine). The product is CCC(C)CC(C)CCCCCCCCC(=O)N[C@H]1C[C@H]([C@H](NC(=O)[C@@H]2[C@H](CCN2C(=O)[C@@H](NC(=O)[C@@H](NC(=O)[C@@H]3C[C@H](CN3C(=O)[C@@H](NC1=O)[C@@H](C)O)O)[C@@H]([C@H](C=4C=CC(=CC4)O)O)O)[C@@H](CCN)O)O)NCCN)O (caspofungin). RXN SMILES: COC1C=CC(S)=CC=1.B([O-])([O-])OC1C=CC=CC=1.[CH2:20]([NH2:23])[CH2:21][NH2:22].[CH3:24][CH2:25][CH:26]([CH2:28][CH:29]([CH2:31][CH2:32][CH2:33][CH2:34][CH2:35][CH2:36][CH2:37][CH2:38][C:39]([NH:41][C@@H:42]1[C:73](=[O:74])[NH:72][C@@H:71]([C@H:75]([OH:77])[CH3:76])[C:69](=[O:70])[N:68]2[C@@H:64]([CH2:65][C@@H:66]([OH:78])[CH2:67]2)[C:62](=[O:63])[NH:61][C@@H:60]([C@H:79]([OH:89])[C@@H:80]([OH:88])[C:81]2[CH:86]=[CH:85][C:84]([OH:87])=[CH:83][CH:82]=2)[C:58](=[O:59])[NH:57][C@@H:56]([C@H:90]([OH:95])[CH2:91][C:92]([NH2:94])=O)[C:54](=[O:55])[N:53]2[C@@H:49]([C@@H:50]([OH:96])[CH2:51][CH2:52]2)[C:47](=[O:48])[NH:46][C@H:45](O)[C@H:44]([OH:98])[CH2:43]1)=[O:40])[CH3:30])[CH3:27]>>[CH3:24][CH2:25][CH:26]([CH2:28][CH:29]([CH2:31][CH2:32][CH2:33][CH2:34][CH2:35][CH2:36][CH2:37][CH2:38][C:39]([NH:41][C@@H:42]1[C:73](=[O:74])[NH:72][C@@H:71]([C@H:75]([OH:77])[CH3:76])[C:69](=[O:70])[N:68]2[C@@H:64]([CH2:65][C@@H:66]([OH:78])[CH2:67]2)[C:62](=[O:63])[NH:61][C@@H:60]([C@H:79]([OH:89])[C@@H:80]([OH:88])[C:81]2[CH:86]=[CH:85][C:84]([OH:87])=[CH:83][CH:82]=2)[C:58](=[O:59])[NH:57][C@@H:56]([C@H:90]([OH:95])[CH2:91][CH2:92][NH2:94])[C:54](=[O:55])[N:53]2[C@@H:49]([C@@H:50]([OH:96])[CH2:51][CH2:52]2)[C:47](=[O:48])[NH:46][C@H:45]([NH:22][CH2:21][CH2:20][NH2:23])[C@H:44]([OH:98])[CH2:43]1)=[O:40])[CH3:30])[CH3:27]. Procedure: According to WO2010008493A2, Pneumocandin B0 as the starting material reacts with 4-methoxy thiophenol, the resulting product is protected by phenyl borate, the amide group in Pneumocandin B0 is reduced to amine group under the condition of dehydration by 3 A molecular sieve, and then the resulting product reacts with ethylenediamine to obtain caspofungin. Starting materials: BrC1=CC=C(C=C1)C1=CC=C(C=C1)O (4'-Bromo-4-hydroxybiphenyl), [Cu]C#N (copper (I) cyanide). Yields the product C(#N)C1=CC=C(C=C1)C1=CC=C(C=C1)O (4'-cyano-4-hydroxybiphenyl). As a reaction SMILES: Br[C:2]1[CH:7]=[CH:6][C:5]([C:8]2[CH:13]=[CH:12][C:11]([OH:14])=[CH:10][CH:9]=2)=[CH:4][CH:3]=1.[Cu][C:16]#[N:17]>>[C:16]([C:2]1[CH:7]=[CH:6][C:5]([C:8]2[CH:13]=[CH:12][C:11]([OH:14])=[CH:10][CH:9]=2)=[CH:4][CH:3]=1)#[N:17]. Procedure: 4'-Bromo-4-hydroxybiphenyl is reacted with copper (I) cyanide to obtain 4'-cyano-4-hydroxybiphenyl (this substance is known), which is then reacted with a β-alkyloxyethylbromide in the presence of an alkaline material. The reactants are O1CCN(CC1)C1=C(C=C(C(=O)C(C(=O)O)C)C=C1)C(F)(F)F.N1(CCOCC1)C(=O)N (4-morpholino-3-trifluoromethylbenzoylpropionic acid morpholineamide), O.NN (hydrazine hydrate). Run in C(C)(=O)O (acetic acid). The product is ethanol petroleum ether, FC(C=1C=C(C=CC1N1CCOCC1)C=1CCC(NN1)=O)(F)F (6-(3-trifluoromethyl-4-morpholino-phenyl)-4,5-dihydro-3(2H)-pyridazinone). Reaction SMILES: [O:1]1[CH2:6][CH2:5][N:4]([C:7]2[CH:19]=[CH:18][C:10]([C:11]([CH:13]([CH3:17])C(O)=O)=O)=[CH:9][C:8]=2[C:20]([F:23])([F:22])[F:21])[CH2:3][CH2:2]1.[N:24]1([C:30](N)=[O:31])CCOCC1.O.[NH2:34]N>C(O)(=O)C>[F:23][C:20]([F:21])([F:22])[C:8]1[CH:9]=[C:10]([C:11]2[CH2:13][CH2:17][C:30](=[O:31])[NH:24][N:34]=2)[CH:18]=[CH:19][C:7]=1[N:4]1[CH2:5][CH2:6][O:1][CH2:2][CH2:3]1 |f:0.1,2.3|. Procedure details: 5.8 g of 4-morpholino-3-trifluoromethylbenzoylpropionic acid-morpholineamide together with 2.2 ml of hydrazine hydrate and 90 ml of 50% acetic acid are refluxed for 1 hour. The reaction mixture is cooled, concentrated in a rotary evaporator, and a small amount of water is added; the pH-value is adjusted to 6 with a 2 N sodium carbonate solution, and the mixture is extracted with methylene chloride. The methylene chloride extracts are washed with water, dried over sodium sulfate and concentrated ... The reactants are N1=CC=C(C=C1)C(=O)NNC(=O)C1CCC(CC1)CCCCC (4-pentyl-cyclohexanecarboxylic acid N′-(pyridine-4-carbonyl)hydrazide), COC=1C=CC(=CC1)P2(=S)SP(=S)(S2)C=3C=CC(=CC3)OC (Lawesson's reagent). Run in C1(=CC=CC=C1)C (toluene). Yields the product C(CCCC)[C@@H]1CC[C@H](CC1)C1=NN=C(S1)C1=CC=NC=C1 (trans-4-[5-(4-Pentyl-cyclohexyl)-[1,3,4]thiadiazol-2-yl]pyridine). As a reaction SMILES: [N:1]1[CH:6]=[CH:5][C:4]([C:7]([NH:9][NH:10][C:11]([CH:13]2[CH2:18][CH2:17][CH:16]([CH2:19][CH2:20][CH2:21][CH2:22][CH3:23])[CH2:15][CH2:14]2)=O)=O)=[CH:3][CH:2]=1.COC1C=CC(P2(SP(C3C=CC(OC)=CC=3)(=S)S2)=[S:33])=CC=1>C1(C)C=CC=CC=1>[CH2:19]([C@H:16]1[CH2:17][CH2:18][C@H:13]([C:11]2[S:33][C:7]([C:4]3[CH:5]=[CH:6][N:1]=[CH:2][CH:3]=3)=[N:9][N:10]=2)[CH2:14][CH2:15]1)[CH2:20][CH2:21][CH2:22][CH3:23]. Procedure: A solution of 4-pentyl-cyclohexanecarboxylic acid N′-(pyridine-4-carbonyl)hydrazide (Preparation 19, 50 mg, 0.158 mmol) and Lawesson's reagent (127 mg, 0.32 mmol) in toluene (2 ml) was heated under reflux for 18 h. The solvent was evaporated and the residue purified by flash chromatography (IH-EtOAc, 4:1 then EtOAc) to afford the title compound: RT=5.02 min; m/z (ES+)=316.0 [M+H]+. Reactants: FC(C=1C=C(OC2=CC=CC(=N2)C(=O)NN)C=CC1)(F)F (6-[3-(trifluoromethyl)phenoxy] picolinic acid hydrazide), ClC(C=O)(Cl)Cl (trichloroacetaldehyde), C1=CC=CC=C1 (benzene). Solvent: C(C)(=O)OCC (ethyl acetate). The product is ClC(C=NNC(C1=NC(=CC=C1)OC1=CC(=CC=C1)C(F)(F)F)=O)(Cl)Cl (6-[3-(trifluoromethyl)phenoxy] picolinic acid, (2,2,2-trichloroethylidene] hydrazide). Reaction SMILES: [F:1][C:2]([F:21])([F:20])[C:3]1[CH:4]=[C:5]([CH:17]=[CH:18][CH:19]=1)[O:6][C:7]1[N:12]=[C:11]([C:13]([NH:15][NH2:16])=[O:14])[CH:10]=[CH:9][CH:8]=1.[Cl:22][C:23]([Cl:27])([Cl:26])[CH:24]=O.C1C=CC=CC=1>C(OCC)(=O)C>[Cl:22][C:23]([Cl:27])([Cl:26])[CH:24]=[N:16][NH:15][C:13](=[O:14])[C:11]1[CH:10]=[CH:9][CH:8]=[C:7]([O:6][C:5]2[CH:17]=[CH:18][CH:19]=[C:3]([C:2]([F:20])([F:1])[F:21])[CH:4]=2)[N:12]=1. Reported procedure: 6-[3-(trifluoromethyl)phenoxy] picolinic acid hydrazide (0.15 g, 0.000505 mol) was mixed with trichloroacetaldehyde (0.22 g, 0.000505×3.0 mol) and benzene (about 20 ml). The obtained mixture was refluxed for about 3 hours. The obtained reaction solution was distributed in ethyl acetate-saturated sodium bicarbonate water, and the organic phase separated from the solution was washed with saturated brine, dried with anhydrous sodium sulfate and then concentrated. The obtained concentrated solution ... The reactants are CCOC(C)=O, CN(C)C=O, COc1cc(OS(=O)(=O)CCCCl)ccc1-c1ccc2c(c1COc1cc(F)ccc1C)N(C)C(=O)C(C)(C)N2, [I-], [K+], NCc1ccccc1. Product: COc1cc(OS(=O)(=O)CCCNCc2ccccc2)ccc1-c1ccc2c(c1COc1cc(F)ccc1C)N(C)C(=O)C(C)(C)N2. RXN SMILES: [CH3:51][CH2:52][O:53][C:54](=[O:55])[CH3:56].[CH3:57][N:58]([CH3:59])[CH:60]=[O:61].[Cl:1][CH2:2][CH2:3][CH2:4][S:5](=[O:6])(=[O:7])[O:8][c:9]1[cH:10][c:11]([O:39][CH3:40])[c:12](-[c:15]2[cH:16][cH:17][c:18]3[c:23]([c:24]2[CH2:25][O:26][c:27]2[c:28]([CH3:34])[cH:29][cH:30][c:31]([F:33])[cH:32]2)[N:22]([CH3:35])[C:21](=[O:36])[C:20]([CH3:37])([CH3:38])[NH:19]3)[cH:13][cH:14]1.[I-:50].[K+:49].[NH2:41][CH2:42][c:43]1[cH:44][cH:45][cH:46][cH:47][cH:48]1>>[CH2:2]([CH2:3][CH2:4][S:5](=[O:6])(=[O:7])[O:8][c:9]1[cH:10][c:11]([O:39][CH3:40])[c:12](-[c:15]2[cH:16][cH:17][c:18]3[c:23]([c:24]2[CH2:25][O:26][c:27]2[c:28]([CH3:34])[cH:29][cH:30][c:31]([F:33])[cH:32]2)[N:22]([CH3:35])[C:21](=[O:36])[C:20]([CH3:37])([CH3:38])[NH:19]3)[cH:13][cH:14]1)[NH:41][CH2:42][c:43]1[cH:44][cH:45][cH:46][cH:47][cH:48]1. Starting materials: ClC1=CC=C(C=C1)C1=NNC=C1C1=NC(=NC=C1)NC1=CC(=CC=C1)OCC1CCN(CC1)C ({4-[3(4-Chloro-phenyl)-1H-pyrazol-4-yl]-pyrimidin-2-yl}-[3-(1-methyl-piperidin-4-ylmethoxy)-phenyl]-amine), CC(C)(C)OC(=O)NC1=CC=C(C=C1)O (4-N-BOC-Aminophenol). Product: C(C)(C)(C)OC(NC1=CC=C(C=C1)OCC1CCN(CC1)C)=O ([4-(1-Methyl-piperidin-4-ylmethoxy)-phenyl]-carbamic acid tert-butyl ester), Title compound. Reaction SMILES: ClC1C=CC(C2C(C3C=CN=C(N[C:20]4[CH:25]=[CH:24][CH:23]=[C:22]([O:26][CH2:27][CH:28]5[CH2:33][CH2:32][N:31]([CH3:34])[CH2:30][CH2:29]5)[CH:21]=4)N=3)=CNN=2)=CC=1.[CH3:35][C:36]([O:39][C:40]([NH:42]C1C=CC(O)=CC=1)=[O:41])([CH3:38])[CH3:37]>>[C:36]([O:39][C:40](=[O:41])[NH:42][C:25]1[CH:20]=[CH:21][C:22]([O:26][CH2:27][CH:28]2[CH2:29][CH2:30][N:31]([CH3:34])[CH2:32][CH2:33]2)=[CH:23][CH:24]=1)([CH3:38])([CH3:37])[CH3:35]. Procedure details: [4-(1-Methyl-piperidin-4-ylmethoxy)-phenyl]-carbamic acid tert-butyl ester is prepared as described for [3-(1-methyl-piperidin-4-ylmethoxy)-phenyl]-carbamic acid tert-butyl ester (see Example 27) using 4-N-BOC-Aminophenol (AstaTech; B56686). Title compound: ES-MS: 321.1 [M+H]+; single peak at tR=4.55 min (System 1). Reactants: BrC=1C=C(C=CC1)C1(CCOCC1)C#N (tetrahydro-4-(3-bromophenyl)-2H-pyran-4-nitrile), [OH-].[K+] (potassium hydroxide). The solvent is CC(C)O (Propan-2-ol). Reaction conditions: temperature 82 celsius. Yields the product BrC=1C=C(C=CC1)C1(CCOCC1)C(=O)N (tetrahydro-4-(3-bromophenyl)-2H-pyran-4-carboxamide). As a reaction SMILES: [Br:1][C:2]1[CH:3]=[C:4]([C:8]2([C:14]#[N:15])[CH2:13][CH2:12][O:11][CH2:10][CH2:9]2)[CH:5]=[CH:6][CH:7]=1.[OH-:16].[K+]>CC(O)C>[Br:1][C:2]1[CH:3]=[C:4]([C:8]2([C:14]([NH2:15])=[O:16])[CH2:9][CH2:10][O:11][CH2:12][CH2:13]2)[CH:5]=[CH:6][CH:7]=1 |f:1.2|. Reported procedure: Propan-2-ol (100 ml), tetrahydro-4-(3-bromophenyl)-2H-pyran-4-nitrile (20.0 g, 0.075 mole, 1 eq.), potassium hydroxide (13.74 g, 0.245 mole, 3.26 eq.) were added to a reaction flask set for boiling at reflux under a nitrogen atmosphere, and the reaction mixture was heated with stirring at reflux, about 82° C. for 5-6 hours under nitrogen. After reaction completion, the mixture was cooled (<30° C.) and quenched with water (100 ml). The resultant slurry was filtered and the product residue, washed...